This data is from the Open Reaction Database (ORD), a public repository of structured organic reaction records. The task is: describe an organic reaction: reactants, conditions, products, and yield The reactants are N(=NC(=O)N1CCCCC1)C(=O)N1CCCCC1 (1,1′-(azodicarbonyl)dipiperidine), O1C(=CC=C1)C=1OC(=C(N1)COC1=C(C=C(COC2=NN(C=C2/C=C/CO)C2=CC=CC=C2)C=C1)OC)CC ((2E)-3-{3-[(4-{[2-(2-furyl)-5-ethyl-1,3-oxazol-4-yl]methoxy}-3-methoxybenzyl)oxy]-1-phenyl-1H-pyrazol-4-yl}-2-propen-1-ol), C(CCC)P(CCCC)CCCC (tributylphosphine), N1N=CN=C1 (1H-1,2,4-triazole). The solvent is O1CCCC1 (tetrahydrofuran). Reaction conditions: time 15 hour. Product: O1C(=CC=C1)C=1OC(=C(N1)COC1=C(C=C(COC2=NN(C=C2C(C=C)N2N=CN=C2)C2=CC=CC=C2)C=C1)OC)C (1-(1-{3-[(4-{[2-(2-furyl)-5-methyl-1,3-oxazol-4-yl]methoxy}-3-methoxybenzyl)oxy]-1-phenyl-1H-pyrazol-4-yl}-2-propenyl)-1H-1,2,4-triazole). The yield is 44.9%. As a reaction SMILES: [O:1]1[CH:5]=[CH:4][CH:3]=[C:2]1[C:6]1[O:7][C:8]([CH2:38]C)=[C:9]([CH2:11][O:12][C:13]2[CH:35]=[CH:34][C:16]([CH2:17][O:18][C:19]3[C:23](/[CH:24]=[CH:25]/[CH2:26]O)=[CH:22][N:21]([C:28]4[CH:33]=[CH:32][CH:31]=[CH:30][CH:29]=4)[N:20]=3)=[CH:15][C:14]=2[O:36][CH3:37])[N:10]=1.C(P(CCCC)CCCC)CCC.[NH:53]1[CH:57]=[N:56][CH:55]=[N:54]1.N(C(N1CCCCC1)=O)=NC(N1CCCCC1)=O>O1CCCC1>[O:1]1[CH:5]=[CH:4][CH:3]=[C:2]1[C:6]1[O:7][C:8]([CH3:38])=[C:9]([CH2:11][O:12][C:13]2[CH:35]=[CH:34][C:16]([CH2:17][O:18][C:19]3[C:23]([CH:24]([N:53]4[CH:57]=[N:56][CH:55]=[N:54]4)[CH:25]=[CH2:26])=[CH:22][N:21]([C:28]4[CH:29]=[CH:30][CH:31]=[CH:32][CH:33]=4)[N:20]=3)=[CH:15][C:14]=2[O:36][CH3:37])[N:10]=1. Procedure: To a mixture of (2E)-3-{3-[(4-{[2-(2-furyl)-5-ethyl-1,3-oxazol-4-yl]methoxy}-3-methoxybenzyl)oxy]-1-phenyl-1H-pyrazol-4-yl}-2-propen-1-ol (1.00 g), tributylphosphine (0.77 g), 1H-1,2,4-triazole (0.26 g) and tetrahydrofuran (30 mL) was added 1,1′-(azodicarbonyl)dipiperidine (0.95 g) at room temperature, and the mixture was stirred for 15 hrs. The precipitated crystals were removed by filtration, and the filtrate was concentrated. The residue was subjected to silica gel column chromatography to gi... Reaction conditions: temperature 30 celsius, time 24 hour. Procedure: To 37 mL of water were added 7.49 g (23.9 mmol) of methyl (±)-3-benzylamino-3-(3,4-methylenedioxyphenyl)propionate and 1.00 g (12.0 mmol) of sodium hydrogen carbonate, and the mixture was maintained at 30° C. To the resulting mixture was added 37.5 mg of lipase (CAL; available from Roche, CHIRAZYME L-2 (trade name)) originated from Candida antarctica at the same temperature, and the mixture was reacted at 30° C. while stirring. After 24 hours, at the time when the conversion rate of the starting... As a reaction SMILES: O.[CH2:2]([NH:9][CH:10]([C:16]1[CH:21]=[CH:20][C:19]2[O:22][CH2:23][O:24][C:18]=2[CH:17]=1)CC(OC)=O)[C:3]1[CH:8]=[CH:7][CH:6]=[CH:5][CH:4]=1.[C:25](=[O:28])([O-:27])O.[Na+].[C:30]1(C)C=CC=CC=1>>[CH2:2]([NH:9][C@@H:10]([CH2:16][C:21]1[CH:30]=[CH:17][C:18]2[O:24][CH2:23][O:22][C:19]=2[CH:20]=1)[C:25]([OH:27])=[O:28])[C:3]1[CH:4]=[CH:5][CH:6]=[CH:7][CH:8]=1 |f:2.3|. Product: 3-( R ), C(C1=CC=CC=C1)N[C@H](C(=O)O)CC1=CC2=C(C=C1)OCO2 ((S)-benzylamino-3-(3,4-methylenedioxyphenyl)propionic acid). The reactants are O (water), C(C1=CC=CC=C1)NC(CC(=O)OC)C1=CC2=C(C=C1)OCO2 (methyl (±)-3-benzylamino-3-(3,4-methylenedioxyphenyl)propionate), C(O)([O-])=O.[Na+] (sodium hydrogen carbonate), C1(=CC=CC=C1)C (toluene). The reactants are CC(C)([O-])C.[K+] (potassium tert-butoxide), C(C)I (ethyl iodide), C(#N)CC1=CC=C(C(=O)OC)C=C1 (methyl 4-(cyanomethyl)benzoate). The solvent is C1CCOC1 (THF). Reaction conditions: time 2 hour. Product: C(#N)C(CC)(CC)C1=CC=C(C(=O)OC)C=C1 (Methyl 4-(3-cyanopentan-3-yl)benzoate). As a reaction SMILES: C[C:2]([CH3:5])([O-])C.[K+].[CH2:7](I)[CH3:8].[C:10]([CH2:12][C:13]1[CH:22]=[CH:21][C:16]([C:17]([O:19][CH3:20])=[O:18])=[CH:15][CH:14]=1)#[N:11]>C1COCC1>[C:10]([C:12]([C:13]1[CH:22]=[CH:21][C:16]([C:17]([O:19][CH3:20])=[O:18])=[CH:15][CH:14]=1)([CH2:2][CH3:5])[CH2:7][CH3:8])#[N:11] |f:0.1|. Procedure: To a solution of potassium tert-butoxide (4.81 g) in THF (15 mL) at −30° C. was added a solution of ethyl iodide (4.11 mL) and methyl 4-(cyanomethyl)benzoate (3 g) THF (15 mL) under nitrogen atmosphere over 20 min. The reaction mixture was allowed to warm to room temperature and stirred for 2 h. The reaction was quenched by the addition of water (10 mL) and ethyl acetate was added. The organic layer was washed successively with water, brine and dried over anhydrous sodium sulfate. The organic so... The reactants are ClCCl, CN(C)C=O, O=C(O)C(CC1CCCC1)c1ccc(Cl)c(Cl)c1, O=C(Cl)C(=O)Cl, Nc1ccncn1, C1CCOC1, O, c1ccncc1. Yields the product O=C(Nc1ccncn1)C(CC1CCCC1)c1ccc(Cl)c(Cl)c1. RXN SMILES: [CH2:38]([Cl:39])[Cl:40].[CH3:47][N:48]([CH3:49])[CH:50]=[O:51].[CH:1]1([CH2:6][CH:7]([C:8](=[O:9])[OH:10])[c:11]2[cH:12][c:13]([Cl:18])[c:14]([Cl:17])[cH:15][cH:16]2)[CH2:2][CH2:3][CH2:4][CH2:5]1.[Cl:19][C:20]([C:21]([Cl:22])=[O:23])=[O:24].[NH2:25][c:26]1[n:27][cH:28][n:29][cH:30][cH:31]1.[O:41]1[CH2:42][CH2:43][CH2:44][CH2:45]1.[OH2:46].[cH:32]1[cH:33][cH:34][n:35][cH:36][cH:37]1>>[CH:1]1([CH2:6][CH:7]([C:8](=[O:10])[NH:25][c:26]2[n:27][cH:28][n:29][cH:30][cH:31]2)[c:11]2[cH:12][c:13]([Cl:18])[c:14]([Cl:17])[cH:15][cH:16]2)[CH2:2][CH2:3][CH2:4][CH2:5]1.